The task is: describe an organic reaction: reactants, conditions, products, and yield. This data is from the Open Reaction Database (ORD), a public repository of structured organic reaction records. The reactants are BrC=1C=C(C(=NC1)N)C=1N=NN(C1)C(C)C (5-bromo-3-(1-isopropyl-1H-[1,2,3]triazol-4-yl)-pyridin-2-ylamine), N1(CCOCC1)C(=O)C1=CC=C(C=C1)B(O)O ((4-(morpholine-4-carbonyl)phenyl)boronic acid), O (water), C(=O)([O-])[O-].[Cs+].[Cs+] (Cs2CO3). Reagents/catalysts: C=1C=CC(=CC1)[P](C=2C=CC=CC2)(C=3C=CC=CC3)[Pd]([P](C=4C=CC=CC4)(C=5C=CC=CC5)C=6C=CC=CC6)([P](C=7C=CC=CC7)(C=8C=CC=CC8)C=9C=CC=CC9)[P](C=1C=CC=CC1)(C=1C=CC=CC1)C=1C=CC=CC1 (Pd(PPh3)4). Run in O1CCOCC1 (1,4-dioxane), CCOC(=O)C (EtOAc). Reaction conditions: temperature 110 celsius, time 30 minute. Product: NC1=C(C=C(C=N1)C1=CC=C(C=C1)C(=O)N1CCOCC1)C=1N=NN(C1)C(C)C ([4-[6-Amino-5-(1-isopropyltriazol-4-yl)-3-pyridyl]phenyl]-morpholino-methanone). Yield: 36.4%. Reaction SMILES: Br[C:2]1[CH:3]=[C:4]([C:9]2[N:10]=[N:11][N:12]([CH:14]([CH3:16])[CH3:15])[CH:13]=2)[C:5]([NH2:8])=[N:6][CH:7]=1.[N:17]1([C:23]([C:25]2[CH:30]=[CH:29][C:28](B(O)O)=[CH:27][CH:26]=2)=[O:24])[CH2:22][CH2:21][O:20][CH2:19][CH2:18]1.O.C([O-])([O-])=O.[Cs+].[Cs+]>O1CCOCC1.CCOC(C)=O.C1C=CC([P]([Pd]([P](C2C=CC=CC=2)(C2C=CC=CC=2)C2C=CC=CC=2)([P](C2C=CC=CC=2)(C2C=CC=CC=2)C2C=CC=CC=2)[P](C2C=CC=CC=2)(C2C=CC=CC=2)C2C=CC=CC=2)(C2C=CC=CC=2)C2C=CC=CC=2)=CC=1>[NH2:8][C:5]1[N:6]=[CH:7][C:2]([C:28]2[CH:27]=[CH:26][C:25]([C:23]([N:17]3[CH2:22][CH2:21][O:20][CH2:19][CH2:18]3)=[O:24])=[CH:30][CH:29]=2)=[CH:3][C:4]=1[C:9]1[N:10]=[N:11][N:12]([CH:14]([CH3:16])[CH3:15])[CH:13]=1 |f:3.4.5,^1:56,58,77,96|. Procedure: To a solution of 5-bromo-3-(1-isopropyl-1H-[1,2,3]triazol-4-yl)-pyridin-2-ylamine (200 mg, 0.70 mmol) and (4-(morpholine-4-carbonyl)phenyl)boronic acid (183 mg, 0.77 mmol) in 1,4-dioxane (10.0 mL)/water (5.0 mL) was added Cs2CO3 (690 mg, 2.12 mmol) at room temperature. The reaction mixture was degassed with argon for 30 min. Then Pd(PPh3)4 (40 mg, 0.03 mmol) was added and allowed to stir at 110° C. for 30 min in CEM micro wave. The reaction mixture was cooled to RT, diluted with EtOAc (50 mL) an... Starting materials: COC(=O)c1oc(C(C)(C)C)cc1N=C=O, Cc1ccc(N)cc1, Cc1ccccc1. Product: COC(=O)c1oc(C(C)(C)C)cc1NC(=O)Nc1ccc(C)cc1. RXN SMILES: [C:1](=[O:2])([O:3][CH3:4])[c:5]1[o:6][c:7]([C:13]([CH3:14])([CH3:15])[CH3:16])[cH:8][c:9]1[N:10]=[C:11]=[O:12].[CH3:17][c:18]1[cH:19][cH:20][c:21]([NH2:22])[cH:23][cH:24]1.[CH3:25][c:26]1[cH:27][cH:28][cH:29][cH:30][cH:31]1>>[C:1](=[O:2])([O:3][CH3:4])[c:5]1[o:6][c:7]([C:13]([CH3:14])([CH3:15])[CH3:16])[cH:8][c:9]1[NH:10][C:11](=[O:12])[NH:22][c:21]1[cH:20][cH:19][c:18]([CH3:17])[cH:24][cH:23]1. Reactants: [BH4-], CCc1ccc(Cc2cc3c(cc2Cl)OC(O)C32OC(COCc3ccccc3)C(OCc3ccccc3)C(OCc3ccccc3)C2OCc2ccccc2)cc1, C1CCOC1, [Na+]. Product: CCc1ccc(Cc2cc(C3(CO)OC(COCc4ccccc4)C(OCc4ccccc4)C(OCc4ccccc4)C3OCc3ccccc3)c(O)cc2Cl)cc1. Reaction SMILES: [BH4-:59].[CH2:1]([c:2]1[cH:3][cH:4][cH:5][cH:6][cH:7]1)[O:8][CH:9]1[CH:10]([O:51][CH2:52][c:53]2[cH:54][cH:55][cH:56][cH:57][cH:58]2)[CH:11]([O:43][CH2:44][c:45]2[cH:46][cH:47][cH:48][cH:49][cH:50]2)[CH:12]([CH2:34][O:35][CH2:36][c:37]2[cH:38][cH:39][cH:40][cH:41][cH:42]2)[O:13][C:14]12[CH:15]([OH:33])[O:16][c:17]1[c:18]2[cH:19][c:20]([CH2:24][c:25]2[cH:26][cH:27][c:28]([CH2:31][CH3:32])[cH:29][cH:30]2)[c:21]([Cl:23])[cH:22]1.[CH2:61]1[O:62][CH2:63][CH2:64][CH2:65]1.[Na+:60]>>[CH2:1]([c:2]1[cH:3][cH:4][cH:5][cH:6][cH:7]1)[O:8][CH:9]1[CH:10]([O:51][CH2:52][c:53]2[cH:54][cH:55][cH:56][cH:57][cH:58]2)[CH:11]([O:43][CH2:44][c:45]2[cH:46][cH:47][cH:48][cH:49][cH:50]2)[CH:12]([CH2:34][O:35][CH2:36][c:37]2[cH:38][cH:39][cH:40][cH:41][cH:42]2)[O:13][C:14]1([CH2:15][OH:33])[c:18]1[c:17]([OH:16])[cH:22][c:21]([Cl:23])[c:20]([CH2:24][c:25]2[cH:26][cH:27][c:28]([CH2:31][CH3:32])[cH:29][cH:30]2)[cH:19]1. Reactants: [N+](=O)([O-])C=1C(=C2CCC(C2=C(C1C)[N+](=O)[O-])(C)C)C (5,7-dinitro-1,1,4,6-tetramethylindan), O (water). Reagents/catalysts: [Pd] (Pd/C). Solvent: CO (methanol). Reaction conditions: temperature 55 celsius, time 84 hour. Yields the product NC=1C(=C2CCC(C2=C(C1C)N)(C)C)C (5,7-diamino-1,1,4,6-tetramethyl-indan). Yield: 92.1%. Reaction SMILES: [N+:1]([C:4]1[C:5]([CH3:19])=[C:6]2[C:10](=[C:11]([N+:14]([O-])=O)[C:12]=1[CH3:13])[C:9]([CH3:18])([CH3:17])[CH2:8][CH2:7]2)([O-])=O.O>CO.[Pd]>[NH2:1][C:4]1[C:5]([CH3:19])=[C:6]2[C:10](=[C:11]([NH2:14])[C:12]=1[CH3:13])[C:9]([CH3:17])([CH3:18])[CH2:8][CH2:7]2. Reported procedure: 175 g (0.662 mol) of the resulted 5,7-dinitro-1,1,4,6-tetramethylindan was dissolved in 500 g of methanol, 17.5 g (50% water content) of 5%-Pd/C was added, then, the mixture was stirred for 84 hours at 50 to 60° C. under a hydrogen atmosphere. After completion of the reaction, the mixture was filtrated and filtrate was concentrated under reduced pressure. The resulted residue was distilled under reduced pressure to obtain 5,7-diamino-1,1,4,6-tetramethyl-indan as a pale yellow crystal. The yielde... The reactants are CCOC(=O)c1ccc2cc(Br)ccc2c1, CC(C)C[AlH]CC(C)C, Cc1ccccc1. Product: OCc1ccc2cc(Br)ccc2c1. RXN SMILES: [Br:1][c:2]1[cH:3][c:4]2[cH:5][cH:6][c:7]([C:12](=[O:13])[O:14][CH2:15][CH3:16])[cH:8][c:9]2[cH:10][cH:11]1.[CH3:17][CH:18]([CH2:19][AlH:20][CH2:21][CH:22]([CH3:23])[CH3:24])[CH3:25].[CH3:26][c:27]1[cH:28][cH:29][cH:30][cH:31][cH:32]1>>[Br:1][c:2]1[cH:3][c:4]2[cH:5][cH:6][c:7]([CH2:12][OH:13])[cH:8][c:9]2[cH:10][cH:11]1. The reactants are O=C([O-])O, CC1CCCC(C)N1, [Na+], CS(=O)(=O)OC1CN(C(c2ccccc2)c2ccccc2)C1. Yields the product CC1CCCC(C)N1C1CN(C(c2ccccc2)c2ccccc2)C1. RXN SMILES: [C:31](=[O:32])([OH:33])[O-:34].[CH3:23][CH:24]1[NH:25][CH:26]([CH3:30])[CH2:27][CH2:28][CH2:29]1.[Na+:35].[c:1]1([CH:7]([N:8]2[CH2:9][CH:10]([O:12][S:13]([CH3:14])(=[O:15])=[O:16])[CH2:11]2)[c:17]2[cH:18][cH:19][cH:20][cH:21][cH:22]2)[cH:2][cH:3][cH:4][cH:5][cH:6]1>>[c:1]1([CH:7]([N:8]2[CH2:9][CH:10]([N:25]3[CH:24]([CH3:23])[CH2:29][CH2:28][CH2:27][CH:26]3[CH3:30])[CH2:11]2)[c:17]2[cH:18][cH:19][cH:20][cH:21][cH:22]2)[cH:2][cH:3][cH:4][cH:5][cH:6]1. Starting materials: ClCc1ccc(OCc2ccccc2)cc1, [H-], [Na+], CN(C)C=O, O, N#Cc1ccc(Nn2cnnc2)cc1. Yields the product N#Cc1ccc(N(Cc2ccc(OCc3ccccc3)cc2)n2cnnc2)cc1. Reaction SMILES: [CH2:17]([c:18]1[cH:19][cH:20][cH:21][cH:22][cH:23]1)[O:24][c:25]1[cH:26][cH:27][c:28]([CH2:29][Cl:30])[cH:31][cH:32]1.[H-:15].[Na+:16].[O:33]=[CH:34][N:35]([CH3:36])[CH3:37].[OH2:38].[n:1]1[n:2][cH:3][n:4]([NH:6][c:7]2[cH:8][cH:9][c:10]([C:11]#[N:12])[cH:13][cH:14]2)[cH:5]1>>[n:1]1[n:2][cH:3][n:4]([N:6]([c:7]2[cH:8][cH:9][c:10]([C:11]#[N:12])[cH:13][cH:14]2)[CH2:29][c:28]2[cH:27][cH:26][c:25]([O:24][CH2:17][c:18]3[cH:19][cH:20][cH:21][cH:22][cH:23]3)[cH:32][cH:31]2)[cH:5]1.